Dataset: the Open Reaction Database (ORD), a public repository of structured organic reaction records. Task: describe an organic reaction: reactants, conditions, products, and yield Reactants: CC(C)(C)OC(=O)c1ccc(CCBr)cc1, N#CC1=CCCC1=O, CCCC[SnH](CCCC)CCCC, CC(C)(C#N)N=NC(C)(C)C#N, c1ccccc1. The product is CC(C)(C)OC(=O)c1ccc(CCC2CCC(=O)C2C#N)cc1. As a reaction SMILES: [Br:34][CH2:35][CH2:36][c:37]1[cH:38][cH:39][c:40]([C:41](=[O:42])[O:43][C:44]([CH3:45])([CH3:46])[CH3:47])[cH:48][cH:49]1.[C:1](#[N:2])[C:3]1=[CH:7][CH2:6][CH2:5][C:4]1=[O:8].[CH2:21]([SnH:22]([CH2:23][CH2:24][CH2:25][CH3:26])[CH2:27][CH2:28][CH2:29][CH3:30])[CH2:31][CH2:32][CH3:33].[N:9]#[C:10][C:11]([N:12]=[N:13][C:14]([C:15]#[N:16])([CH3:17])[CH3:18])([CH3:19])[CH3:20].[cH:50]1[cH:51][cH:52][cH:53][cH:54][cH:55]1>>[C:1](#[N:2])[CH:3]1[C:4](=[O:8])[CH2:5][CH2:6][CH:7]1[CH2:35][CH2:36][c:37]1[cH:38][cH:39][c:40]([C:41](=[O:42])[O:43][C:44]([CH3:45])([CH3:46])[CH3:47])[cH:48][cH:49]1.